From a dataset of the Open Reaction Database (ORD), a public repository of structured organic reaction records. describe an organic reaction: reactants, conditions, products, and yield Reactants: [Al+3], [O-]Br, CC(=O)c1c(-c2ccc(OCCCBr)c3ccccc23)oc2ccccc12, [Cl-], [Cl-], [Cl-], [Na+]. The product is O=C1c2c(oc3ccccc23)-c2ccc(OCCCBr)c3cccc1c23. Reaction SMILES: [Al+3:32].[Br:28][O-:29].[C:1]([CH3:2])(=[O:3])[c:4]1[c:5](-[c:13]2[cH:14][cH:15][c:16]([O:23][CH2:24][CH2:25][CH2:26][Br:27])[c:17]3[cH:18][cH:19][cH:20][cH:21][c:22]23)[o:6][c:7]2[c:8]1[cH:9][cH:10][cH:11][cH:12]2.[Cl-:31].[Cl-:33].[Cl-:34].[Na+:30]>>[C:1]1(=[O:3])[c:4]2[c:5]([o:6][c:7]3[c:8]2[cH:9][cH:10][cH:11][cH:12]3)-[c:13]2[cH:14][cH:15][c:16]([O:23][CH2:24][CH2:25][CH2:26][Br:27])[c:17]3[cH:18][cH:19][cH:20][c:21]1[c:22]23. Starting materials: ClC1=C(C=NC2=CC(=C(C=C12)OC)OC)C#N (4-chloro-6,7-dimethoxy-3-quinolinecarbonitrile), Cl.N1=CC=CC=C1 (pyridine hydrochloride), NC1=CC(=C(C=C1C)O)C (4-amino-2,5-dimethylphenol). Run in C(C)OCCO (2-ethoxyethanol). Yields the product OC1=C(C=C(C=C1C)NC1=C(C=NC2=CC(=C(C=C12)OC)OC)C#N)C (4-(4-Hydroxy-3,5-dimethyl-phenylamino)-6,7-dimethoxy-quinoline-3-carbonitrile). Yield: 66.7%. RXN SMILES: Cl[C:2]1[C:11]2[C:6](=[CH:7][C:8]([O:14][CH3:15])=[C:9]([O:12][CH3:13])[CH:10]=2)[N:5]=[CH:4][C:3]=1[C:16]#[N:17].Cl.N1C=CC=C[CH:20]=1.[NH2:25][C:26]1[C:31](C)=[CH:30][C:29]([OH:33])=[C:28]([CH3:34])[CH:27]=1>C(OCCO)C>[OH:33][C:29]1[C:28]([CH3:34])=[CH:27][C:26]([NH:25][C:2]2[C:11]3[C:6](=[CH:7][C:8]([O:14][CH3:15])=[C:9]([O:12][CH3:13])[CH:10]=3)[N:5]=[CH:4][C:3]=2[C:16]#[N:17])=[CH:31][C:30]=1[CH3:20] |f:1.2|. Procedure details: Using an analogous procedure to that described in Example 286, 248.7 mg (1 mmol) of 4-chloro-6,7-dimethoxy-3-quinolinecarbonitrile in 10 mL of 2-ethoxyethanol and in the presence of 115.6 mg (1 mmol) of pyridine hydrochloride was reacted with 164.6 mg (1.2 mmol) of 4-amino-2,5-dimethylphenol to give 232.9 mg (66.7%) of the product as a light brown solid, m.p. 234-236° C., mass (electrospray, m/e): M+H 349.9. Reaction SMILES: [CH:43]([Cl:44])([Cl:45])[Cl:46].[Cl:32][C:33]([C:34]([Cl:35])=[O:36])=[O:37].[O:1]=[C:2]1[N:3]([CH2:22][c:23]2[cH:24][c:25]([C:26](=[O:27])[OH:28])[cH:29][cH:30][cH:31]2)[c:4]2[cH:5][cH:6][cH:7][cH:8][c:9]2[C:10]12[CH2:11][O:12][c:13]1[c:14]2[cH:15][c:16]2[c:17]([cH:21]1)[O:18][CH2:19][O:20]2.[O:38]=[CH:39][N:40]([CH3:41])[CH3:42]>>[O:1]=[C:2]1[N:3]([CH2:22][c:23]2[cH:24][c:25]([C:26](=[O:27])[Cl:32])[cH:29][cH:30][cH:31]2)[c:4]2[cH:5][cH:6][cH:7][cH:8][c:9]2[C:10]12[CH2:11][O:12][c:13]1[c:14]2[cH:15][c:16]2[c:17]([cH:21]1)[O:18][CH2:19][O:20]2. Starting materials: ClC(Cl)Cl, O=C(Cl)C(=O)Cl, O=C(O)c1cccc(CN2C(=O)C3(COc4cc5c(cc43)OCO5)c3ccccc32)c1, CN(C)C=O. The product is O=C(Cl)c1cccc(CN2C(=O)C3(COc4cc5c(cc43)OCO5)c3ccccc32)c1. Reactants: CCOC(C)=O, [Cl-], O=[N+]([O-])c1cccc(-c2nn3c(c2-c2ccncc2)SCC3)c1, [NH4+], C1COCCO1, O, O, [Zn]. Product: Nc1cccc(-c2nn3c(c2-c2ccncc2)SCC3)c1. Reaction SMILES: [CH3:34][CH2:35][O:36][C:37](=[O:38])[CH3:39].[Cl-:31].[N+:1]([O-:2])(=[O:3])[c:4]1[cH:5][c:6](-[c:10]2[n:11][n:12]3[c:13]([c:17]2-[c:18]2[cH:19][cH:20][n:21][cH:22][cH:23]2)[S:14][CH2:15][CH2:16]3)[cH:7][cH:8][cH:9]1.[NH4+:32].[O:25]1[CH2:26][CH2:27][O:28][CH2:29][CH2:30]1.[OH2:24].[OH2:33].[Zn:40]>>[NH2:1][c:4]1[cH:5][c:6](-[c:10]2[n:11][n:12]3[c:13]([c:17]2-[c:18]2[cH:19][cH:20][n:21][cH:22][cH:23]2)[S:14][CH2:15][CH2:16]3)[cH:7][cH:8][cH:9]1.